From a dataset of the Open Reaction Database (ORD), a public repository of structured organic reaction records. describe an organic reaction: reactants, conditions, products, and yield As a reaction SMILES: [S:1]1[CH:5]=[C:4]([C:6]([OH:8])=[O:7])[C:3]([C:9]([OH:11])=[O:10])=[CH:2]1.Cl[Si](C)(C)C.[CH3:17][CH:18]([CH3:21])[CH2:19]O>>[S:1]1[CH:5]=[C:4]([C:6]([O:8][CH2:17][CH:18]([CH3:21])[CH3:19])=[O:7])[C:3]([C:9]([O:11][CH2:2][CH:3]([CH3:9])[CH3:4])=[O:10])=[CH:2]1. Reaction conditions: time 1 hour. Product: S1C=C(C(=C1)C(=O)OCC(C)C)C(=O)OCC(C)C (Di-isobutyl thiophene-3,4-dicarboxylate). Procedure details: A mechanically stirred slurry of 5.00 g of thiophene-3,4-dicarboxylic acid (purchased from Aldrich) in 58.2 mL of 2-methyl-1-propanol was treated with 11.0 mL of chlorotrimethylsilane at room temperature. After completion of the addition, the reaction mixture was stirred at room temperature for 1 h, then at 65° C. for one day, quenched with water at 0° C. and extracted with ether. The combined organic phases were washed with saturated water solution of sodium carbonate, brine, dried over magnesi... The yield is 95.0%. The reactants are S1C=C(C(=C1)C(=O)O)C(=O)O (thiophene-3,4-dicarboxylic acid), Cl[Si](C)(C)C (chlorotrimethylsilane), CC(CO)C (2-methyl-1-propanol). The reactants are [Al+3], CCCc1c(C(=O)OCC)cnn1Cc1ccccc1, CCCCCC, [H-], [H-], [H-], [H-], [Li+], [Na+], [Na+], C1CCOC1, O, O, O, O, O, O, O, O, O, O, O=S(=O)([O-])[O-]. Yields the product CCCc1c(CO)cnn1Cc1ccccc1. RXN SMILES: [Al+3:2].[CH2:7]([c:8]1[cH:9][cH:10][cH:11][cH:12][cH:13]1)[n:14]1[n:15][cH:16][c:17]([C:22](=[O:23])[O:24][CH2:25][CH3:26])[c:18]1[CH2:19][CH2:20][CH3:21].[CH3:44][CH2:45][CH2:46][CH2:47][CH2:48][CH3:49].[H-:1].[H-:4].[H-:5].[H-:6].[Li+:3].[Na+:42].[Na+:43].[O:50]1[CH2:51][CH2:52][CH2:53][CH2:54]1.[OH2:27].[OH2:28].[OH2:29].[OH2:30].[OH2:31].[OH2:32].[OH2:33].[OH2:34].[OH2:35].[OH2:36].[S:37]([O-:38])([O-:39])(=[O:40])=[O:41]>>[CH2:7]([c:8]1[cH:9][cH:10][cH:11][cH:12][cH:13]1)[n:14]1[n:15][cH:16][c:17]([CH2:22][OH:23])[c:18]1[CH2:19][CH2:20][CH3:21]. Starting materials: C[C@@H]1[C@@H](CCCC1)O\N=C(/C(=O)OCC)\C(C)=O (Ethyl (Z)-2-(cis-2-methylcyclohexyloxyimino)-3-oxobutyrate), BrBr (bromine). Product: BrCC(/C(/C(=O)OCC)=N/O[C@H]1[C@H](CCCC1)C)=O (Ethyl 4-bromo-(Z)-2-(cis-2-methylcyclohexyloxyimino)-3-oxobutyrate). The yield is 68.0%. RXN SMILES: [CH3:1][C@H:2]1[CH2:7][CH2:6][CH2:5][CH2:4][C@H:3]1[O:8]/[N:9]=[C:10](/[C:16](=[O:18])[CH3:17])\[C:11]([O:13][CH2:14][CH3:15])=[O:12].[Br:19]Br>>[Br:19][CH2:17][C:16](=[O:18])/[C:10](=[N:9]/[O:8][C@@H:3]1[CH2:4][CH2:5][CH2:6][CH2:7][C@@H:2]1[CH3:1])/[C:11]([O:13][CH2:14][CH3:15])=[O:12]. Reported procedure: Ethyl (Z)-2-(cis-2-methylcyclohexyloxyimino)-3-oxobutyrate (0.46 g) was treated with bromine as described in Example 4c to give the title compound (0.41 g, 68%), νmax (film) 2930, 1740, and 1695 cm-1, δH (CDCl3) 0.95 (3H, d, J 6.7 Hz), 1.35 (3H, t), 1.3-2.1 (9H, m), 4.35 (2H, s), 4.38 (2H, q), and 4.40 (1H, m). [Mass spectrum: +ve ion (ammonia) MH+ (334)]. Starting materials: CO, O=C(O)Cc1cccc(O)c1, O=S(Cl)Cl. Product: COC(=O)Cc1cccc(O)c1. As a reaction SMILES: [CH3:16][OH:17].[OH:1][C:2](=[O:3])[CH2:4][c:5]1[cH:6][cH:7][cH:8][c:9]([OH:10])[cH:11]1.[S:12]([Cl:13])([Cl:14])=[O:15]>>[O:1]=[C:2]([O:3][CH3:16])[CH2:4][c:5]1[cH:6][cH:7][cH:8][c:9]([OH:10])[cH:11]1. Reactants: C(C)OC(C(C)(C)OC1=CC=C(C=C1)CCCC1=NN(C(N1)=O)CC1=CC=CC=C1)=O (2-(4-{3-[1-(Phenylmethyl)-5-oxo-4,5-dihydro-1H-[1,2,4]triazol-3-yl]-propyl}-phenoxy)-2-methylpropionic acid ethyl ester), [OH-].[Na+] (NaOH). The solvent is C(C)O (ethanol). Reaction conditions: time 16 hour. The product is C1(=CC=CC=C1)CN1N=C(NC1=O)CCCC1=CC=C(OC(C(=O)O)(C)C)C=C1 (2-(4-{3-[1-(Phenylmethyl)-5-oxo-4,5-dihydro-1H-[1,2,4]triazol-3-yl]-propyl}-phenoxy)-2-methylpropionic acid). Isolated yield 93.1%. Reaction SMILES: C([O:3][C:4](=[O:31])[C:5]([O:8][C:9]1[CH:14]=[CH:13][C:12]([CH2:15][CH2:16][CH2:17][C:18]2[NH:22][C:21](=[O:23])[N:20]([CH2:24][C:25]3[CH:30]=[CH:29][CH:28]=[CH:27][CH:26]=3)[N:19]=2)=[CH:11][CH:10]=1)([CH3:7])[CH3:6])C.[OH-].[Na+]>C(O)C>[C:25]1([CH2:24][N:20]2[C:21](=[O:23])[NH:22][C:18]([CH2:17][CH2:16][CH2:15][C:12]3[CH:11]=[CH:10][C:9]([O:8][C:5]([CH3:7])([CH3:6])[C:4]([OH:31])=[O:3])=[CH:14][CH:13]=3)=[N:19]2)[CH:26]=[CH:27][CH:28]=[CH:29][CH:30]=1 |f:1.2|. Reported procedure: 2-(4-{3-[1-(Phenylmethyl)-5-oxo-4,5-dihydro-1H-[1,2,4]triazol-3-yl]-propyl}-phenoxy)-2-methylpropionic acid ethyl ester (557 mg, 1.20 mmol) was dissolved in ethanol (5 mL) and 1N aq. NaOH (3.6 mL, 3.6 mmol) was added in one portion and the solution was stirred at room temperature for 16 h. The solution was then concentrated to a hazy colorless oil. This oil was diluted with water (5 mL) and washed with t-butyl methyl ether (5 mL). The pH of the aqueous layer was adjusted to <1with conc. HCl and ... The reactants are C(C)(C)(C)OC(=O)NC[C@@H]1CC[C@H](CC1)C(=O)NC(C(N)CC1=CC(=CC=C1)OC1=CC=CC=C1)=O (N-[trans-4-(t-butoxycarbonyl)aminomethylcyclohexylcarbonyl]-3-phenoxy-DL-phenylalanine amide), Cl.O1CCOCC1 (hydrogen chloride 1,4-dioxane), C(C)OCC (Diethyl ether). Conditions: time 30 minute. The product is Cl.NC[C@@H]1CC[C@H](CC1)C(=O)NC(C(N)CC1=CC(=CC=C1)OC1=CC=CC=C1)=O (N-(trans-4-aminomethylcyclohexylcarbonyl)-3-phenoxy-DL-phenylalanine amide hydrochloride). As a reaction SMILES: C(OC([NH:8][CH2:9][C@H:10]1[CH2:15][CH2:14][C@H:13]([C:16]([NH:18][C:19](=[O:36])[CH:20]([CH2:22][C:23]2[CH:28]=[CH:27][CH:26]=[C:25]([O:29][C:30]3[CH:35]=[CH:34][CH:33]=[CH:32][CH:31]=3)[CH:24]=2)[NH2:21])=[O:17])[CH2:12][CH2:11]1)=O)(C)(C)C.C(OCC)C.[ClH:42].O1CCOCC1>>[ClH:42].[NH2:8][CH2:9][C@H:10]1[CH2:11][CH2:12][C@H:13]([C:16]([NH:18][C:19](=[O:36])[CH:20]([CH2:22][C:23]2[CH:28]=[CH:27][CH:26]=[C:25]([O:29][C:30]3[CH:35]=[CH:34][CH:33]=[CH:32][CH:31]=3)[CH:24]=2)[NH2:21])=[O:17])[CH2:14][CH2:15]1 |f:2.3,4.5|. Reported procedure: The compound (I) (0.25 g) was dissolved in a 4N-hydrogen chloride/1,4-dioxane solution (0.76 ml) and the solution was stirred at room temperature for 30 minutes. Diethyl ether (10 ml) was added and the precipitated substance was recovered by filtration. After drying, N-(trans-4-aminomethylcyclohexylcarbonyl)-3-phenoxy-DL-phenylalanine amide hydrochloride (0.18 g), which was confirmed by an IR analysis, was obtained in the form of a white powder.